Dataset: the Open Reaction Database (ORD), a public repository of structured organic reaction records. Task: describe an organic reaction: reactants, conditions, products, and yield Procedure details: To a suspension of (Z)-5-fluoro-4-[1-iodo-3-oxo-3-(1H-pyrrol-2-yl)-propenyl]-1,3-dihydro-indol-2-one (from Example 8 above) (79.2 mg, 0.2 mmol) in 1,2-diamino-2-methylpropane (Aldrich, 3 mL, 28.4 mmol) was added NaH (Aldrich, 90%, 36 mg, 1.4 mmol) in portions at room temperature. After stirring at room temperature for 30 minutes, the reaction mixture was heated under reflux for 1 hour. The reaction was quenched by pouring the reaction mixture into an ice-cold saturated aqueous ammonium chloride ... Yields the product NC(CNC=1C=C(C=2C(NC3=CC=C(C1C23)F)=O)C=2NC=CC2)(C)C (5-(2-amino-2-methyl-propylamino)-6-fluoro-3-(1H-pyrrol-2-yl)-1H-benzo[cd]indol-2-one). Run at time 30 minute. Starting materials: FC=1C(=C2CC(NC2=CC1)=O)/C(=C/C(C=1NC=CC1)=O)/I ((Z)-5-fluoro-4-[1-iodo-3-oxo-3-(1H-pyrrol-2-yl)-propenyl]-1,3-dihydro-indol-2-one), NCC(C)(C)N (1,2-diamino-2-methylpropane), [H-].[Na+] (NaH). Reaction SMILES: [F:1][C:2]1[C:3](/[C:12](/I)=[CH:13]/[C:14](=O)[C:15]2[NH:16][CH:17]=[CH:18][CH:19]=2)=[C:4]2[C:8](=[CH:9][CH:10]=1)[NH:7][C:6](=[O:11])[CH2:5]2.[NH2:22][CH2:23][C:24]([NH2:27])([CH3:26])[CH3:25].[H-].[Na+]>>[NH2:27][C:24]([CH3:26])([CH3:25])[CH2:23][NH:22][C:12]1[CH:13]=[C:14]([C:15]2[NH:16][CH:17]=[CH:18][CH:19]=2)[C:5]2[C:6](=[O:11])[NH:7][C:8]3[C:4]=2[C:3]=1[C:2]([F:1])=[CH:10][CH:9]=3 |f:2.3|. The reactants are C(O)([O-])=O.[Na+] (sodium hydrogen carbonate), NC1=C(C(=O)OC(C)(C)C)C=CC(=C1)CCC1=CC=CC=C1 (tert-butyl 2-amino-4-phenethylbenzoate), C(C(=O)Cl)(=O)Cl (oxalyl chloride), C(C)(=O)OC1=C(C(=O)O)C=CC=C1 (2-acetoxybenzoic acid). Solvent: C(C)N(CC)CC (triethylamine), C(Cl)Cl (methylene chloride), CN(C=O)C (N,N-dimethylformamide), C(Cl)Cl (methylene chloride). Run at time 1 hour. The product is C(C)(=O)OC1=C(C(=O)NC2=C(C(=O)OC(C)(C)C)C=CC(=C2)CCC2=CC=CC=C2)C=CC=C1 (tert-butyl 2-(2-acetoxybenzamido)-4-phenethylbenzoate). As a reaction SMILES: C(Cl)(=O)C(Cl)=O.[C:7]([O:10][C:11]1[CH:19]=[CH:18][CH:17]=[CH:16][C:12]=1[C:13]([OH:15])=O)(=[O:9])[CH3:8].[NH2:20][C:21]1[CH:33]=[C:32]([CH2:34][CH2:35][C:36]2[CH:41]=[CH:40][CH:39]=[CH:38][CH:37]=2)[CH:31]=[CH:30][C:22]=1[C:23]([O:25][C:26]([CH3:29])([CH3:28])[CH3:27])=[O:24].C(=O)([O-])O.[Na+]>C(N(CC)CC)C.C(Cl)Cl.CN(C)C=O>[C:7]([O:10][C:11]1[CH:19]=[CH:18][CH:17]=[CH:16][C:12]=1[C:13]([NH:20][C:21]1[CH:33]=[C:32]([CH2:34][CH2:35][C:36]2[CH:37]=[CH:38][CH:39]=[CH:40][CH:41]=2)[CH:31]=[CH:30][C:22]=1[C:23]([O:25][C:26]([CH3:29])([CH3:28])[CH3:27])=[O:24])=[O:15])(=[O:9])[CH3:8] |f:3.4|. Procedure: 2.0 mL of methylene chloride, 2.7 μL of N,N-dimethylformamide and 0.061 mL of oxalyl chloride were added to 0.13 g of 2-acetoxybenzoic acid at room temperature sequentially and stirred at the same temperature for 1 hour. The reaction mixture was added to a mixed solution of 3.0 mL of methylene chloride and 0.45 mL of triethylamine containing 60 mg of tert-butyl 2-amino-4-phenethylbenzoate at room temperature and stirred at the same temperature for 1 hour. A saturated sodium hydrogen carbonate aq... The reactants are CCOCC, CO, CCCCCC, C[O-], Cl, COC(=O)C(F)(F)F, Nc1nc(C(F)(F)F)nc(C(Cl)(Cl)Cl)n1, [Na+], O. Yields the product COc1nc(N)nc(C(F)(F)F)n1. Reaction SMILES: [CH2:37]([O:38][CH2:39][CH3:40])[CH3:41].[CH3:28][OH:29].[CH3:31][CH2:32][CH2:33][CH2:34][CH2:35][CH3:36].[CH3:9][O-:10].[ClH:27].[F:1][C:2]([C:3](=[O:4])[O:7][CH3:8])([F:5])[F:6].[NH2:12][c:13]1[n:14][c:15]([C:23]([F:24])([F:25])[F:26])[n:16][c:17]([C:19]([Cl:20])([Cl:21])[Cl:22])[n:18]1.[Na+:11].[OH2:30]>>[CH3:3][O:4][c:17]1[n:16][c:15]([C:23]([F:24])([F:25])[F:26])[n:14][c:13]([NH2:12])[n:18]1. Reactants: O=C1C=CC(=CN1)C1=CC=C(C(=O)OCC)C=C1 (Ethyl 4-(6-oxo-1,6-dihydro-pyridin-3-yl)-benzoate). The solvent is CC(=O)O (HOAc). Run at time 9 hour. Product: O=C1CCC(CN1)C1=CC=C(C(=O)OCC)C=C1 (Ethyl 4-(6-oxo-piperidin-3-yl)-benzoate). Yield: 74.1%. Reaction SMILES: [O:1]=[C:2]1[NH:7][CH:6]=[C:5]([C:8]2[CH:18]=[CH:17][C:11]([C:12]([O:14][CH2:15][CH3:16])=[O:13])=[CH:10][CH:9]=2)[CH:4]=[CH:3]1>CC(O)=O>[O:1]=[C:2]1[NH:7][CH2:6][CH:5]([C:8]2[CH:18]=[CH:17][C:11]([C:12]([O:14][CH2:15][CH3:16])=[O:13])=[CH:10][CH:9]=2)[CH2:4][CH2:3]1. Procedure: Ethyl 4-(6-oxo-1,6-dihydro-pyridin-3-yl)-benzoate (450 mg, 1.8 mmol) (reference example 36f) is dissolved in HOAc (15 mL), and the the solution is degassed several times by alternating N2/vacuum. 50 mg of PtO2 is added and the mixture is degassed for several minutes before being placed under a H2 atmosphere. The mixture is stirred at room temperature for 9 hours then degassed several times by alternating N2/vacuum then filtered through a plug of celite. The plug is washed thoroughly with HOAc an... Starting materials: C(C1=CC=CC=C1)N1CCC(CC1)N1CCN(CC1)C([C@@H](CC1=CC=2CCCCC2C=C1)NC(=O)N1CCC(CC1)N1C(NC2=C(CC1)C=CC=C2)=O)=O (4-(2-oxo-1,2,4,5-tetrahydro-1,3-benzodiazepin-3-yl)-piperidine-1-carboxylic acid [(R)-2-[4-(1-benzyl-piperidin-4-yl)-piperazin-1-yl]-2-oxo-1-(5,6,7,8-tetrahydro-naphthalen-2-ylmethyl)-ethyl]-amide), [H][H] (hydrogen), [H][H] (hydrogen). The reagents and catalysts are [Pd] (Pd/C). Run in CO (MeOH). Product: O=C([C@@H](CC1=CC=2CCCCC2C=C1)NC(=O)N1CCC(CC1)N1C(NC2=C(CC1)C=CC=C2)=O)N2CCN(CC2)C2CCNCC2 (4-(2-oxo-1,2,4,5-tetrahydro-1,3-benzodiazepin-3-yl)-piperidine-1-carboxylic acid [(R)-2-oxo-2-(4-piperidin-4-yl-piperazin-1-yl)-1-(5,6,7,8-tetrahydro-naphthalen-2-ylmethyl)-ethyl]-amide). RXN SMILES: C([N:8]1[CH2:13][CH2:12][CH:11]([N:14]2[CH2:19][CH2:18][N:17]([C:20](=[O:54])[C@H:21]([NH:33][C:34]([N:36]3[CH2:41][CH2:40][CH:39]([N:42]4[CH2:48][CH2:47][C:46]5[CH:49]=[CH:50][CH:51]=[CH:52][C:45]=5[NH:44][C:43]4=[O:53])[CH2:38][CH2:37]3)=[O:35])[CH2:22][C:23]3[CH:32]=[CH:31][C:30]4[CH2:29][CH2:28][CH2:27][CH2:26][C:25]=4[CH:24]=3)[CH2:16][CH2:15]2)[CH2:10][CH2:9]1)C1C=CC=CC=1.[H][H]>CO.[Pd]>[O:54]=[C:20]([N:17]1[CH2:18][CH2:19][N:14]([CH:11]2[CH2:12][CH2:13][NH:8][CH2:9][CH2:10]2)[CH2:15][CH2:16]1)[C@H:21]([NH:33][C:34]([N:36]1[CH2:37][CH2:38][CH:39]([N:42]2[CH2:48][CH2:47][C:46]3[CH:49]=[CH:50][CH:51]=[CH:52][C:45]=3[NH:44][C:43]2=[O:53])[CH2:40][CH2:41]1)=[O:35])[CH2:22][C:23]1[CH:32]=[CH:31][C:30]2[CH2:29][CH2:28][CH2:27][CH2:26][C:25]=2[CH:24]=1. Reported procedure: A solution of 100 mg (0.14 mmol) 4-(2-oxo-1,2,4,5-tetrahydro-1,3-benzodiazepin-3-yl)-piperidine-1-carboxylic acid [(R)-2-[4-(1-benzyl-piperidin-4-yl)-piperazin-1-yl]-2-oxo-1-(5,6,7,8-tetrahydro-naphthalen-2-ylmethyl)-ethyl]-amide (Example 50) in 10 mL MeOH was hydrogenated in the presence of 20 mg Pd/C (10%) at 50° C. and 3 bar hydrogen pressure until the calculated volume of hydrogen had been taken up. The catalyst was filtered off, the solvent eliminated under reduced pressure and the residue ... Reactants: CCOC(=O)CC1CCc2cc(OCCc3nc(-c4cccc(Br)c4)oc3C)ccc21, Cc1ccccc1, C=C[Sn](CCCC)(CCCC)CCCC, ClCCl. Product: C=Cc1cccc(-c2nc(CCOc3ccc4c(c3)CCC4CC(=O)OCC)c(C)o2)c1. Reaction SMILES: [Br:16][c:17]1[cH:18][c:19](-[c:23]2[o:24][c:25]([CH3:46])[c:26]([CH2:28][CH2:29][O:30][c:31]3[cH:32][c:33]4[c:37]([cH:38][cH:39]3)[CH:36]([CH2:40][C:41](=[O:42])[O:43][CH2:44][CH3:45])[CH2:35][CH2:34]4)[n:27]2)[cH:20][cH:21][cH:22]1.[CH3:50][c:51]1[cH:52][cH:53][cH:54][cH:55][cH:56]1.[CH:1](=[CH2:2])[Sn:3]([CH2:4][CH2:5][CH2:6][CH3:7])([CH2:8][CH2:9][CH2:10][CH3:11])[CH2:12][CH2:13][CH2:14][CH3:15].[Cl:47][CH2:48][Cl:49]>>[CH:1](=[CH2:2])[c:17]1[cH:18][c:19](-[c:23]2[o:24][c:25]([CH3:46])[c:26]([CH2:28][CH2:29][O:30][c:31]3[cH:32][c:33]4[c:37]([cH:38][cH:39]3)[CH:36]([CH2:40][C:41](=[O:42])[O:43][CH2:44][CH3:45])[CH2:35][CH2:34]4)[n:27]2)[cH:20][cH:21][cH:22]1.